This data is from the Open Reaction Database (ORD), a public repository of structured organic reaction records. The task is: describe an organic reaction: reactants, conditions, products, and yield The reactants are O=C([O-])[O-], CON, CO, CN1CCC(=O)CC1, Cl, [K+], [K+], O. The product is CON=C1CCN(C)CC1, Cl. RXN SMILES: [C:15](=[O:16])([O-:17])[O-:18].[CH3:10][O:11][NH2:12].[CH3:13][OH:14].[CH3:1][N:2]1[CH2:3][CH2:4][C:5](=[O:8])[CH2:6][CH2:7]1.[ClH:9].[K+:19].[K+:20].[OH2:21]>>[CH3:1][N:2]1[CH2:3][CH2:4][C:5](=[N:12][O:11][CH3:10])[CH2:6][CH2:7]1.[ClH:9].